From a dataset of the Open Reaction Database (ORD), a public repository of structured organic reaction records. describe an organic reaction: reactants, conditions, products, and yield The reactants are ClC=1C=C(C=CC1)C1=CC=C(O1)C=O (5-(3-chlorophenyl)furan-2-carbaldehyde), C[Mg+].[Br-] (MeMgBr), CCOCC (ether). Run in C1CCOC1 (THF). Run at time 45 minute. Product: ClC=1C=C(C=CC1)C1=CC=C(O1)C(C)O (1-[5-(3-chlorophenyl)-2-furyl]ethan-1-ol). RXN SMILES: [Cl:1][C:2]1[CH:3]=[C:4]([C:8]2[O:12][C:11]([CH:13]=[O:14])=[CH:10][CH:9]=2)[CH:5]=[CH:6][CH:7]=1.C[Mg+].[Br-].[CH3:18]COCC>C1COCC1>[Cl:1][C:2]1[CH:3]=[C:4]([C:8]2[O:12][C:11]([CH:13]([OH:14])[CH3:18])=[CH:10][CH:9]=2)[CH:5]=[CH:6][CH:7]=1 |f:1.2|. Procedure: To a solution of 5-(3-chlorophenyl)furan-2-carbaldehyde (1.0 equiv.) in THF at 0° C. was added MeMgBr in ether (3.0 equiv.) and stirred for 45 min. The reaction was quenched with water, diluted with ether and filtered through Celite. The organic layer was separated and washed with brine, dried over MgSO4, and concentrated to give the 1-[5-(3-chlorophenyl)-2-furyl]ethan-1-ol.